Task: describe an organic reaction: reactants, conditions, products, and yield. Dataset: the Open Reaction Database (ORD), a public repository of structured organic reaction records The reactants are BrCc1ccc(Br)cc1, O=C([O-])[O-], CN(C)C=O, [K+], [K+], CCOC(=O)c1c[nH]c2c(c1=O)C(=O)CCC2. The product is CCOC(=O)c1cn(Cc2ccc(Br)cc2)c2c(c1=O)C(=O)CCC2. As a reaction SMILES: [Br:18][c:19]1[cH:20][cH:21][c:22]([CH2:23][Br:24])[cH:25][cH:26]1.[C:27](=[O:28])([O-:29])[O-:30].[CH3:33][N:34]([CH3:35])[CH:36]=[O:37].[K+:31].[K+:32].[O:1]=[c:2]1[c:3]([C:13](=[O:14])[O:15][CH2:16][CH3:17])[cH:4][nH:5][c:6]2[c:11]1[C:10](=[O:12])[CH2:9][CH2:8][CH2:7]2>>[O:1]=[c:2]1[c:3]([C:13](=[O:14])[O:15][CH2:16][CH3:17])[cH:4][n:5]([CH2:23][c:22]2[cH:21][cH:20][c:19]([Br:18])[cH:26][cH:25]2)[c:6]2[c:11]1[C:10](=[O:12])[CH2:9][CH2:8][CH2:7]2. Reactants: C(CCCC)[C@@H]1CC[C@H](CC1)/C=C/CBr ((E)-3-(trans-4-pentylcyclohexyl)allyl bromide), [H-].[Na+] (sodium hydride), O1CCCC1 (tetrahydrofuran), C(CC)[C@@H]1CC[C@H](CC1)O (trans-4-propylcyclohexanol). The solvent is O (water). Reaction conditions: temperature 70 celsius, time 2 hour. Product: C(CCCC)[C@@H]1CC[C@H](CC1)/C=C/CO[C@@H]1CC[C@H](CC1)CCC (trans-4-propylcyclohexyl (E)-3-(trans-4-pentylcyclohexyl)allyl ether). RXN SMILES: [H-].[Na+].O1CCCC1.[CH2:8]([C@H:11]1[CH2:16][CH2:15][C@H:14]([OH:17])[CH2:13][CH2:12]1)[CH2:9][CH3:10].[CH2:18]([C@H:23]1[CH2:28][CH2:27][C@H:26](/[CH:29]=[CH:30]/[CH2:31]Br)[CH2:25][CH2:24]1)[CH2:19][CH2:20][CH2:21][CH3:22]>O>[CH2:18]([C@H:23]1[CH2:24][CH2:25][C@H:26](/[CH:29]=[CH:30]/[CH2:31][O:17][C@H:14]2[CH2:15][CH2:16][C@H:11]([CH2:8][CH2:9][CH3:10])[CH2:12][CH2:13]2)[CH2:27][CH2:28]1)[CH2:19][CH2:20][CH2:21][CH3:22] |f:0.1|. Procedure: A mixture of 0.1 g of sodium hydride and 25 ml of tetrahydrofuran was treated with 0.5 g of trans-4-propylcyclohexanol while gassing with nitrogen, stirred for a further 2 hours, then treated with 1.0 g of (E)-3-(trans-4-pentylcyclohexyl)allyl bromide and subsequently heated to 70° C. overnight. Thereafter, the reaction mixture was treated with 500 ml of water and extracted four times with 50 ml of hexane each time. The combined organic phases were washed twice with 500 ml of water each time, dr... The reactants are O(C1=CC=CC=C1)C(C(=O)O)C(C)C (2-phenoxy-3-methylbutyric acid), C(C)(C)OC(C)C (diisopropyl ether), [N+](=O)(O)[O-].O([N+](=O)[O-])CCN (2-nitroxyethylamine nitrate). Yields the product O([N+](=O)[O-])CCNC(C(C(C)C)OC1=CC=CC=C1)=O (N-(2-Nitroxyethyl)-2-phenoxy-3-methylbutanamide). Isolated yield 68.9%. Reaction SMILES: [O:1]([CH:8]([CH:12]([CH3:14])[CH3:13])[C:9]([OH:11])=O)[C:2]1[CH:7]=[CH:6][CH:5]=[CH:4][CH:3]=1.[N+]([O-])(O)=O.[O:19]([CH2:23][CH2:24][NH2:25])[N+:20]([O-:22])=[O:21].C(OC(C)C)(C)C>>[O:19]([CH2:23][CH2:24][NH:25][C:9](=[O:11])[CH:8]([O:1][C:2]1[CH:3]=[CH:4][CH:5]=[CH:6][CH:7]=1)[CH:12]([CH3:14])[CH3:13])[N+:20]([O-:22])=[O:21] |f:1.2|. Procedure details: Following a similar treatment to that in Example 2 and using 0.47 g of 2-phenoxy-3-methylbutyric acid and 0.40 g of 2-nitroxyethylamine nitrate, 0.46 g of the title compound was obtained as colorless powdery crystals (solvent for recrystallization; diisopropyl ether). Reactants: CC(C)(C)OC(=O)N1CCNCC1, CO, [K+], [K+], O=S(=O)(O)C1=NCCN1, O=C([O-])[O-], O. Yields the product CC(C)(C)OC(=O)N1CCN(C2=NCCN2)CC1. RXN SMILES: [C:1](=[O:2])([O:3][C:4]([CH3:5])([CH3:6])[CH3:7])[N:8]1[CH2:9][CH2:10][NH:11][CH2:12][CH2:13]1.[CH3:30][OH:31].[K+:15].[K+:16].[NH:21]1[C:22]([S:26]([OH:27])(=[O:28])=[O:29])=[N:23][CH2:24][CH2:25]1.[O-:17][C:18]([O-:19])=[O:20].[OH2:14]>>[C:1](=[O:2])([O:3][C:4]([CH3:5])([CH3:6])[CH3:7])[N:8]1[CH2:9][CH2:10][N:11]([C:22]2=[N:21][CH2:25][CH2:24][NH:23]2)[CH2:12][CH2:13]1. Reactants: ClC1=C(C=CC=2SC=C(C21)OC)C(=O)OC (methyl 4-chloro-3-methoxybenzo[b]thiophene-5-carboxylate), O.[OH-].[Li+] (lithium hydroxide hydrate), O (water). Run in CO (methanol). The product is ClC1=C(C=CC=2SC=C(C21)OC)C(=O)O (4-chloro-3-methoxybenzo[b]thiophene-5-carboxylic acid). Yield: 92.2%. As a reaction SMILES: [Cl:1][C:2]1[C:10]2[C:9]([O:11][CH3:12])=[CH:8][S:7][C:6]=2[CH:5]=[CH:4][C:3]=1[C:13]([O:15]C)=[O:14].O.[OH-].[Li+].O>CO>[Cl:1][C:2]1[C:10]2[C:9]([O:11][CH3:12])=[CH:8][S:7][C:6]=2[CH:5]=[CH:4][C:3]=1[C:13]([OH:15])=[O:14] |f:1.2.3|. Procedure: A mixture of methyl 4-chloro-3-methoxybenzo[b]thiophene-5-carboxylate (8.35 g) and lithium hydroxide hydrate (1.37 g) was stirred in methanol (75 ml) and water (25 ml) at room temperature for 4 days. The methanol was evaporated in vacuo and the mixture poured onto excess cold dilute hydrochloric acid. The solid was filtered, washed with cold cyclohexane and dried to give 4-chloro-3-methoxybenzo[b]thiophene-5-carboxylic acid (7.28 g) as a white solid, NMR (d6DMSO) δ3.9(3H,s), 7.0(1H,s), 7.6(1H,d)... Starting materials: CCOc1cc(C(C)(C)C)ncc1C1=NC(C)(c2ccc(Cl)cc2)C(C)(c2ccc(Cl)cc2)N1C(=O)N1CCC(CC(=O)O)CC1, C1CCC2CNCCC2C1. The product is CCOc1cc(C(C)(C)C)ncc1C1=NC(C)(c2ccc(Cl)cc2)C(C)(c2ccc(Cl)cc2)N1C(=O)N1CCC(CC(=O)N2CCC3CCCCC3C2)CC1. Reaction SMILES: [C:1]([CH3:2])([CH3:3])([CH3:4])[c:5]1[cH:6][c:7]([O:44][CH2:45][CH3:46])[c:8]([C:11]2=[N:15][C:14]([CH3:16])([c:17]3[cH:18][cH:19][c:20]([Cl:23])[cH:21][cH:22]3)[C:13]([CH3:24])([c:25]3[cH:26][cH:27][c:28]([Cl:31])[cH:29][cH:30]3)[N:12]2[C:32](=[O:33])[N:34]2[CH2:35][CH2:36][CH:37]([CH2:40][C:41](=[O:42])[OH:43])[CH2:38][CH2:39]2)[cH:9][n:10]1.[CH2:47]1[NH:48][CH2:49][CH2:50][CH:51]2[CH2:52][CH2:53][CH2:54][CH2:55][CH:56]12>>[C:1]([CH3:2])([CH3:3])([CH3:4])[c:5]1[cH:6][c:7]([O:44][CH2:45][CH3:46])[c:8]([C:11]2=[N:15][C:14]([CH3:16])([c:17]3[cH:18][cH:19][c:20]([Cl:23])[cH:21][cH:22]3)[C:13]([CH3:24])([c:25]3[cH:26][cH:27][c:28]([Cl:31])[cH:29][cH:30]3)[N:12]2[C:32](=[O:33])[N:34]2[CH2:35][CH2:36][CH:37]([CH2:40][C:41](=[O:42])[N:48]3[CH2:47][CH:56]4[CH:51]([CH2:50][CH2:49]3)[CH2:52][CH2:53][CH2:54][CH2:55]4)[CH2:38][CH2:39]2)[cH:9][n:10]1. The reactants are BrCc1cccc(-c2ccc(Br)o2)c1, CC(=O)[O-], CC(=O)O, [K+], O. Yields the product CC(=O)OCc1cccc(-c2ccc(Br)o2)c1. Reaction SMILES: [Br:1][c:2]1[o:3][c:4](-[c:7]2[cH:8][c:9]([CH2:13][Br:14])[cH:10][cH:11][cH:12]2)[cH:5][cH:6]1.[CH3:16][C:17]([O-:18])=[O:19].[CH3:20][C:21](=[O:22])[OH:23].[K+:15].[OH2:24]>>[Br:1][c:2]1[o:3][c:4](-[c:7]2[cH:8][c:9]([CH2:13][O:19][C:17]([CH3:16])=[O:18])[cH:10][cH:11][cH:12]2)[cH:5][cH:6]1. Reactants: Cl (HCl), O1CCOCC1 (dioxane), N1C=CC2=C(C=CC=C12)C1=CC(=C2C=NNC2=C1)C=1OC(=CN1)CN1CCN(CC1)C(C)C (6-(1H-Indol-4-yl)-4-(5-{[4-(1-methylethyl)-1-piperazinyl]methyl}-1,3-oxazol-2-yl)-1H-indazole). Solvent: O1CCCC1 (tetrahydrofuran). Run at time 2 hour. The product is Cl.Cl.N1C=CC2=C(C=CC=C12)C1=CC(=C2C=NNC2=C1)C=1OC(=CN1)CN1CCN(CC1)C(C)C (6-(1H-Indol-4-yl)-4-(5-{[4-(1-methylethyl)-1-piperazinyl]methyl}-1,3-oxazol-2-yl)-1H-indazole dihydrochloride). Reaction SMILES: [NH:1]1[C:9]2[C:4](=[C:5]([C:10]3[CH:18]=[C:17]4[C:13]([CH:14]=[N:15][NH:16]4)=[C:12]([C:19]4[O:20][C:21]([CH2:24][N:25]5[CH2:30][CH2:29][N:28]([CH:31]([CH3:33])[CH3:32])[CH2:27][CH2:26]5)=[CH:22][N:23]=4)[CH:11]=3)[CH:6]=[CH:7][CH:8]=2)[CH:3]=[CH:2]1.[ClH:34].O1CCOCC1>O1CCCC1>[ClH:34].[ClH:34].[NH:1]1[C:9]2[C:4](=[C:5]([C:10]3[CH:18]=[C:17]4[C:13]([CH:14]=[N:15][NH:16]4)=[C:12]([C:19]4[O:20][C:21]([CH2:24][N:25]5[CH2:26][CH2:27][N:28]([CH:31]([CH3:33])[CH3:32])[CH2:29][CH2:30]5)=[CH:22][N:23]=4)[CH:11]=3)[CH:6]=[CH:7][CH:8]=2)[CH:3]=[CH:2]1 |f:4.5.6|. Procedure: 6-(1H-Indol-4-yl)-4-(5-{[4-(1-methylethyl)-1-piperazinyl]methyl}-1,3-oxazol-2-yl)-1H-indazole (19.4 mg, 0.044 mmol) was dissolved in tetrahydrofuran (THF) (0.5 ml) and 4M HCl in dioxane (0.022 ml, 0.088 mmol) added. The mixture was stirred at RT for 2 h, then the cream precipitate formed was filtered off and dried in a vacuum oven overnight to give the title compound as a beige solid (15.5 mg). Reactants: CS(=O)(=O)C1=CC=C(\C=C/2\C(=C(C3=CC(=CC=C23)N(C)C)CC(=O)O)C)C=C1 ((Z)-1-(p-methylsulfonylbenzylidene)-5-dimethylamino-2-methyl-3-indenylacetic acid), C(C(=O)Cl)(=O)Cl (oxalylchloride). Run in C1CCOC1 (THF). Yields the product CS(=O)(=O)C1=CC=C(\C=C/2\C(=C(C3=CC(=CC=C23)N(C)C)CC(=O)Cl)C)C=C1 ((Z)-1-(4-Methylsulfonylbenzylidene)-5-dimethylamino-2-methyl-3-indenylacetyl chloride). Reaction SMILES: [CH3:1][S:2]([C:5]1[CH:28]=[CH:27][C:8](/[CH:9]=[C:10]2/[C:11]([CH3:26])=[C:12]([CH2:22][C:23](O)=[O:24])[C:13]3[C:18]/2=[CH:17][CH:16]=[C:15]([N:19]([CH3:21])[CH3:20])[CH:14]=3)=[CH:7][CH:6]=1)(=[O:4])=[O:3].C(Cl)(=O)C([Cl:32])=O>C1COCC1>[CH3:1][S:2]([C:5]1[CH:28]=[CH:27][C:8](/[CH:9]=[C:10]2/[C:11]([CH3:26])=[C:12]([CH2:22][C:23]([Cl:32])=[O:24])[C:13]3[C:18]/2=[CH:17][CH:16]=[C:15]([N:19]([CH3:21])[CH3:20])[CH:14]=3)=[CH:7][CH:6]=1)(=[O:4])=[O:3]. Reported procedure: (Z)-1-(p-methylsulfonylbenzylidene)-5-dimethylamino-2-methyl-3-indenylacetic acid (70 mmol) in THF (500 ml) is allowed to react with oxalylchloride (2 M in CH2Cl2 ; 70 mmol) under reflux conditions (24 hours). The solvent is evaporated to yield the title compound, which is used as such in the next step. Reactants: CO, CCOC(C)=O, CC(C)(C)n1c(-c2cc(C#N)ccc2-n2cncn2)nc2cc(-c3cnc(N)nc3)ccc21, [NH4+], [OH-], OO. The product is CC(C)(C)n1c(-c2cc(C(N)=O)ccc2-n2cncn2)nc2cc(-c3cnc(N)nc3)ccc21. Reaction SMILES: [CH3:38][OH:39].[CH3:40][CH2:41][O:42][C:43]([CH3:44])=[O:45].[NH2:1][c:2]1[n:3][cH:4][c:5](-[c:8]2[cH:9][c:10]3[c:11]([n:12]([C:28]([CH3:29])([CH3:30])[CH3:31])[c:13](-[c:15]4[cH:16][c:17]([C:18]#[N:19])[cH:20][cH:21][c:22]4-[n:23]4[n:24][cH:25][n:26][cH:27]4)[n:14]3)[cH:32][cH:33]2)[cH:6][n:7]1.[NH4+:35].[OH-:34].[OH:36][OH:37]>>[NH2:1][c:2]1[n:3][cH:4][c:5](-[c:8]2[cH:9][c:10]3[c:11]([n:12]([C:28]([CH3:29])([CH3:30])[CH3:31])[c:13](-[c:15]4[cH:16][c:17]([C:18]([NH2:19])=[O:34])[cH:20][cH:21][c:22]4-[n:23]4[n:24][cH:25][n:26][cH:27]4)[n:14]3)[cH:32][cH:33]2)[cH:6][n:7]1.